Dataset: the Open Reaction Database (ORD), a public repository of structured organic reaction records. Task: describe an organic reaction: reactants, conditions, products, and yield The reactants are NC=1SC=C(N1)CC(=O)OCC (ethyl 2-amino-4-thiazolylacetate), CS(=O)(=O)C1=C(C=CC=C1)S(=O)(=O)Cl (2-methylsulfonylbenzenesulfonyl chloride). Yields the product CS(=O)(=O)C1=C(C=CC=C1)S(=O)(=O)NC=1SC=C(N1)CC(=O)OCC (Ethyl [2-({[2-(methylsulfonyl)phenyl]sulfonyl}amino)-1,3-thiazol-4-yl]acetate), solid. As a reaction SMILES: [NH2:1][C:2]1[S:3][CH:4]=[C:5]([CH2:7][C:8]([O:10][CH2:11][CH3:12])=[O:9])[N:6]=1.[CH3:13][S:14]([C:17]1[CH:22]=[CH:21][CH:20]=[CH:19][C:18]=1[S:23](Cl)(=[O:25])=[O:24])(=[O:16])=[O:15]>>[CH3:13][S:14]([C:17]1[CH:22]=[CH:21][CH:20]=[CH:19][C:18]=1[S:23]([NH:1][C:2]1[S:3][CH:4]=[C:5]([CH2:7][C:8]([O:10][CH2:11][CH3:12])=[O:9])[N:6]=1)(=[O:25])=[O:24])(=[O:16])=[O:15]. Procedure: The title compound was prepared from ethyl 2-amino-4-thiazolylacetate and 2-methylsulfonylbenzenesulfonyl chloride as described in the synthetic METHOD B to give a white solid (28.4 mg) with purity >90%. MS (pos) m/z 405.4. Reactants: CN1C(=O)c2c(cccc2C(F)(F)F)C2CN(C(=O)OC(C)(C)C)CC21, Cl, C1COCCO1. As a reaction SMILES: [CH3:1][N:2]1[C:3](=[O:26])[c:4]2[c:5]([C:22]([F:23])([F:24])[F:25])[cH:6][cH:7][cH:8][c:9]2[CH:10]2[CH:11]1[CH2:12][N:13]([C:15]([O:16][C:17]([CH3:18])([CH3:19])[CH3:20])=[O:21])[CH2:14]2.[ClH:27].[O:28]1[CH2:29][CH2:30][O:31][CH2:32][CH2:33]1>>[CH3:1][N:2]1[C:3](=[O:26])[c:4]2[c:5]([C:22]([F:23])([F:24])[F:25])[cH:6][cH:7][cH:8][c:9]2[CH:10]2[CH:11]1[CH2:12][NH:13][CH2:14]2.[ClH:27]. Yields the product CN1C(=O)c2c(cccc2C(F)(F)F)C2CNCC21, Cl. Starting materials: CCCCOC(=O)N(Cc1ccc(-c2ccccc2-c2nnn[nH]2)cc1)C(C(=O)OCc1ccccc1)C(C)C, CCCCOC(=O)N(Cc1ccc(-c2ccccc2C#N)cc1)C(C(=O)OCc1ccccc1)C(C)C, CCCC[Sn](CCCC)(CCCC)N=[N+]=[N-]. Product: CCCCOC(=O)N(Cc1ccc(-c2ccccc2-c2nnn[nH]2)cc1)C(C(=O)O)C(C)C. RXN SMILES: [CH2:1]([c:2]1[cH:3][cH:4][cH:5][cH:6][cH:7]1)[O:8][C:9]([CH:10]([N:11]([CH2:12][c:13]1[cH:14][cH:15][c:16](-[c:19]2[c:20](-[c:25]3[n:26][n:27][n:28][nH:29]3)[cH:21][cH:22][cH:23][cH:24]2)[cH:17][cH:18]1)[C:30](=[O:31])[O:32][CH2:33][CH2:34][CH2:35][CH3:36])[CH:37]([CH3:38])[CH3:39])=[O:40].[CH2:41]([O:42][C:43](=[O:44])[CH:45]([CH:46]([CH3:47])[CH3:48])[N:49]([C:50]([O:51][CH2:52][CH2:53][CH2:54][CH3:55])=[O:56])[CH2:57][c:58]1[cH:59][cH:60][c:61](-[c:62]2[cH:63][cH:64][cH:65][cH:66][c:67]2[C:68]#[N:69])[cH:70][cH:71]1)[c:72]1[cH:73][cH:74][cH:75][cH:76][cH:77]1.[CH2:78]([Sn:79]([N:80]=[N+:81]=[N-:82])([CH2:83][CH2:84][CH2:85][CH3:86])[CH2:87][CH2:88][CH2:89][CH3:90])[CH2:91][CH2:92][CH3:93]>>[O:8]=[C:9]([CH:10]([N:11]([CH2:12][c:13]1[cH:14][cH:15][c:16](-[c:19]2[c:20](-[c:25]3[n:26][n:27][n:28][nH:29]3)[cH:21][cH:22][cH:23][cH:24]2)[cH:17][cH:18]1)[C:30](=[O:31])[O:32][CH2:33][CH2:34][CH2:35][CH3:36])[CH:37]([CH3:38])[CH3:39])[OH:40]. Yields the product Cn1cc(Br)c(C2(O)CCC3(CC2)OCCO3)n1. The reactants are Cn1cc(Br)cn1, C1CCOC1, O=C1CCC2(CC1)OCCO2. RXN SMILES: [Br:1][c:2]1[cH:3][n:4][n:5]([CH3:7])[cH:6]1.[CH2:19]1[O:20][CH2:21][CH2:22][CH2:23]1.[O:8]1[CH2:9][CH2:10][O:11][C:12]12[CH2:13][CH2:14][C:15](=[O:18])[CH2:16][CH2:17]2>>[Br:1][c:2]1[c:3]([C:15]2([OH:18])[CH2:14][CH2:13][C:12]3([O:8][CH2:9][CH2:10][O:11]3)[CH2:17][CH2:16]2)[n:4][n:5]([CH3:7])[cH:6]1. Starting materials: BrC1=CC=C(CN2C(=NC3=C2C=CC(=C3)OCC3=NC2=CC=CC=C2C=C3)CC(C(=O)OCC)(C)C)C=C1 (ethyl 3-(1-(4-bromobenzyl)-5-(quinolin-2-ylmethoxy)-1H-benzo[d]imidazol-2-yl)-2,2-dimethylpropanoate), BrC1=CC=C(CN2C(=NC3=C2C=CC(=C3)O)CC(C(=O)OCC)(C)C)C=C1 (ethyl 3-(1-(4-bromobenzyl)-5-hydroxy-1H-benzo[d]imidazol-2-yl)-2,2-dimethylpropanoate), ClCC=1SC2=C(N1)C=CC=C2 (2-(chloromethyl)benzo[d]thiazole). Product: S1C(=NC2=C1C=CC=C2)COC2=CC1=C(N(C(=N1)CC(C(=O)OCC)(C)C)CC1=CC=C(C=C1)Br)C=C2 (Ethyl 3-(5-(benzo[d]thiazol-2-ylmethoxy)-1-(4-bromobenzyl)-1H-benzo[d]imidazol-2-yl)-2,2-dimethylpropanoate). Reaction SMILES: [Br:1][C:2]1[CH:38]=[CH:37][C:5]([CH2:6][N:7]2[C:11]3[CH:12]=[CH:13][C:14]([O:16][CH2:17][C:18]4C=C[C:25]5[C:20](=[CH:21][CH:22]=[CH:23][CH:24]=5)[N:19]=4)=[CH:15][C:10]=3[N:9]=[C:8]2[CH2:28][C:29]([CH3:36])([CH3:35])[C:30]([O:32][CH2:33][CH3:34])=[O:31])=[CH:4][CH:3]=1.BrC1C=CC(CN2C3C=CC(O)=CC=3N=C2CC(C)(C)C(OCC)=O)=CC=1.ClCC1[S:69]C2C=CC=CC=2N=1>>[S:69]1[C:25]2[CH:24]=[CH:23][CH:22]=[CH:21][C:20]=2[N:19]=[C:18]1[CH2:17][O:16][C:14]1[CH:13]=[CH:12][C:11]2[N:7]([CH2:6][C:5]3[CH:37]=[CH:38][C:2]([Br:1])=[CH:3][CH:4]=3)[C:8]([CH2:28][C:29]([CH3:36])([CH3:35])[C:30]([O:32][CH2:33][CH3:34])=[O:31])=[N:9][C:10]=2[CH:15]=1. Reported procedure: The title compound was prepared using analogous conditions to those described for ethyl 3-(1-(4-bromobenzyl)-5-(quinolin-2-ylmethoxy)-1H-benzo[d]imidazol-2-yl)-2,2-dimethylpropanoate using ethyl 3-(1-(4-bromobenzyl)-5-hydroxy-1H-benzo[d]imidazol-2-yl)-2,2-dimethylpropanoate and 2-(chloromethyl)benzo[d]thiazole. MS (ESI): mass calcd. for C29H28BrN3O3S, 577.10; m/z found, 578.1 [M+H]+.